This data is from the Open Reaction Database (ORD), a public repository of structured organic reaction records. The task is: describe an organic reaction: reactants, conditions, products, and yield The reactants are CC(C)O (2-propanol), CC(C)O (2-propanol), FC(S(=O)(=O)O)(F)F.NCCCC(=O)C1=CC=C(C=C1)OC (4-Amino-4′-methoxybutyrophenone trifluoromethanesulfonate), Cl (hydrochloric acid). Reagents/catalysts: [C].[Pd] (palladium carbon). The solvent is C1(=CC=CC=C1)CCCCN1N=CC=N1 (2-(4-phenylbutyl)-2H-1,2,3-triazole). Conditions: time 7 hour. Yields the product Cl.NCCCCC1=CC=C(C=C1)OC (1-(4-aminobutyl)-4-methoxybenzene hydrochloride). Isolated yield 85.0%. RXN SMILES: FC(F)(F)S(O)(=O)=O.[NH2:9][CH2:10][CH2:11][CH2:12][C:13]([C:15]1[CH:20]=[CH:19][C:18]([O:21][CH3:22])=[CH:17][CH:16]=1)=O.CC(O)C.[ClH:27]>C1(CCCCN2N=CC=N2)C=CC=CC=1.[C].[Pd]>[ClH:27].[NH2:9][CH2:10][CH2:11][CH2:12][CH2:13][C:15]1[CH:16]=[CH:17][C:18]([O:21][CH3:22])=[CH:19][CH:20]=1 |f:0.1,5.6,7.8|. Procedure details: 4-Amino-4′-methoxybutyrophenone trifluoromethanesulfonate (60 g, 174.8 mmol) was dissolved in tetrahydrofuran/water-1/1 (600 ml) and 10% palladium carbon (water-containing product, 6 g) was added. The mixture was subjected to catalytic reduction at 50° C. for 7 hours under hydrogen pressure (0.8 Mpa). The catalyst was filtered off and toluene (360 ml) and 2N-potassium hydroxide (180 ml) were added. The mixture was partitioned and the aqueous layer was extracted with toluene (360 ml). The organic... Starting materials: O=c1c2[nH]cnc2n(CC2CCC2)c(=O)n1CC1CCC1, CCCCl. Product: CCCn1cnc2c1c(=O)n(CC1CCC1)c(=O)n2CC1CCC1. As a reaction SMILES: [CH:1]1([CH2:5][n:6]2[c:7](=[O:8])[n:9]([CH2:17][CH:18]3[CH2:19][CH2:20][CH2:21]3)[c:10]3[n:11][cH:12][nH:13][c:14]3[c:15]2=[O:16])[CH2:2][CH2:3][CH2:4]1.[Cl:22][CH2:23][CH2:24][CH3:25]>>[CH:1]1([CH2:5][n:6]2[c:7](=[O:8])[n:9]([CH2:17][CH:18]3[CH2:19][CH2:20][CH2:21]3)[c:10]3[n:11][cH:12][n:13]([CH2:23][CH2:24][CH3:25])[c:14]3[c:15]2=[O:16])[CH2:2][CH2:3][CH2:4]1. Reactants: IC=1C(C=2C(=NC(=CC2)OC)OC1C1=CC=CC=C1)=O (3-iodo-7-methoxy-2-phenyl-pyrano[2,3-b]pyridin-4-one). The solvent is Br (hydrogen bromide), CC(=O)O (AcOH). Reaction conditions: temperature 60 celsius. Yields the product IC=1C(C2=C(NC(C=C2)=O)OC1C1=CC=CC=C1)=O (3-Iodo-2-phenyl-8H-pyrano[2,3-b]pyridine-4,7-dione). Reaction SMILES: [I:1][C:2]1[C:3](=[O:20])[C:4]2[C:5]([O:12][C:13]=1[C:14]1[CH:19]=[CH:18][CH:17]=[CH:16][CH:15]=1)=[N:6][C:7]([O:10]C)=[CH:8][CH:9]=2>Br.CC(O)=O>[I:1][C:2]1[C:3](=[O:20])[C:4]2[CH:9]=[CH:8][C:7](=[O:10])[NH:6][C:5]=2[O:12][C:13]=1[C:14]1[CH:15]=[CH:16][CH:17]=[CH:18][CH:19]=1. Procedure: A suspension of 3-iodo-7-methoxy-2-phenyl-pyrano[2,3-b]pyridin-4-one (0.25 g, 0.66 mmol) in 33% hydrogen bromide solution in AcOH (3.5 mL) was heated in a microwave oven at 60° C. for 50 min. The resultant solution was evaporated to dryness. Toluene was added to the residual solid and evaporated. The orange solid was used without further purification. LCMS (Method B): RT=3.85 min, [M+H]+=366.